This data is from the Open Reaction Database (ORD), a public repository of structured organic reaction records. The task is: describe an organic reaction: reactants, conditions, products, and yield Starting materials: C(C)(C)(C)C1=C(OC2=NC=CC=C2N=C=S)C=CC=C1 (2-(2-tert-Butylphenoxy)-3-isothiocyanatopyridine), C(C1=CC=CC=C1)CN (N-benzylmethylamine), C(C)(C)N(CC)C(C)C (diisopropylethylamine), Cl.ClCC(=N)N (chloroacetamidine hydrochloride), CCOC(=O)/N=N/C(=O)OCC (diethylazodicarboxylate). Solvent: CN(C)C=O (DMF). Reaction conditions: time 18 hour. Yields the product C(C1=CC=CC=C1)N(C)CC1=NSC(=N1)NC=1C(=NC=CC1)OC1=C(C=CC=C1)C(C)(C)C (N-(3-((Benzyl(methyl)amino)methyl)-1,2,4-thiadiazol-5-yl)-2-(2-tert-butylphenoxy)pyridin-3-amine). As a reaction SMILES: [CH2:1](CN)[C:2]1[CH:7]=[CH:6][CH:5]=[CH:4][CH:3]=1.[CH:10]([N:13](C(C)C)CC)(C)C.Cl.Cl[CH2:21][C:22]([NH2:24])=[NH:23].[C:25]([C:29]1[CH:44]=[CH:43][CH:42]=[CH:41][C:30]=1[O:31][C:32]1[C:37]([N:38]=[C:39]=[S:40])=[CH:36][CH:35]=[CH:34][N:33]=1)([CH3:28])([CH3:27])[CH3:26].CCOC(/N=N/C(OCC)=O)=O>CN(C=O)C>[CH2:1]([N:13]([CH2:21][C:22]1[N:24]=[C:39]([NH:38][C:37]2[C:32]([O:31][C:30]3[CH:41]=[CH:42][CH:43]=[CH:44][C:29]=3[C:25]([CH3:28])([CH3:26])[CH3:27])=[N:33][CH:34]=[CH:35][CH:36]=2)[S:40][N:23]=1)[CH3:10])[C:2]1[CH:3]=[CH:4][CH:5]=[CH:6][CH:7]=1 |f:2.3|. Procedure details: A mixture of N-benzylmethylamine (68 μL, 0.53 mmol), diisopropylethylamine (187 μL, 1.06 mmol) and chloroacetamidine hydrochloride (68 mg, 0.53 mmol) in DMF (5 mL) was stirred at rt for 18 h. 2-(2-tert-butylphenoxy)-3-isothiocyanatopyridine (Example 1a) (150 mg, 0.53 mmol) was then added and mixture was stirred for 3 h at 80° C. The reaction mixture was cooled to rt and diethylazodicarboxylate (168 μL, 1.06 mmol) was added and mixture was stirred for 2 h. The reaction mixture was purified by pre... Starting materials: FC1=CC=C(C=C1)CCNS(=O)(=O)C1=CSC(=C1)Cl (5-chlorothiophene-3-sulfonic acid [2-(4-fluorophenyl)ethyl]amide), C(=C)[Sn](CCCC)(CCCC)CCCC (vinyltributyltin), [F-].[Cs+] (cesium fluoride), bis(trit-butylphosphine)palladium, O1CCOCC1 (1,4-dioxane). Run in C(C)(=O)OCC (ethyl acetate). Product: FC1=CC=C(C=C1)CCN(S(=O)(=O)C1=CSC(=C1)C=C)C (5-Vinylthiophene-3-sulfonic acid [2-(4-fluorophenyl)ethyl]-methyl-amide). As a reaction SMILES: [F:1][C:2]1[CH:7]=[CH:6][C:5]([CH2:8][CH2:9][NH:10][S:11]([C:14]2[CH:18]=[C:17](Cl)[S:16][CH:15]=2)(=[O:13])=[O:12])=[CH:4][CH:3]=1.[CH:20]([Sn](CCCC)(CCCC)CCCC)=[CH2:21].[F-].[Cs+].O1CCOC[CH2:38]1>C(OCC)(=O)C>[F:1][C:2]1[CH:7]=[CH:6][C:5]([CH2:8][CH2:9][N:10]([CH3:38])[S:11]([C:14]2[CH:18]=[C:17]([CH:20]=[CH2:21])[S:16][CH:15]=2)(=[O:13])=[O:12])=[CH:4][CH:3]=1 |f:2.3|. Procedure: A solution of 5-chlorothiophene-3-sulfonic acid [2-(4-fluorophenyl)ethyl]amide (739 mg), vinyltributyltin (772 mg), cesium fluoride (740 mg), and bis(trit-butylphosphine)palladium (34 mg) in 1,4-dioxane (9 mL) was heated at 100° C. for 16 hours. After the reaction solution was cooled to room temperature, this solution was diluted with ethyl acetate, the resulting insoluble matter was removed by Celite filtration, and washed with ethyl. The residue resulting from the removal of the solvent by eva... Reactants: ClCC(=O)C=1C=CC2=C(SC(O2)(C)C)C1 (5-Chloroacetyl-2,2-Dimethyl-1,3-Benzoxathiole), [N-]=[N+]=[N-].[Na+] (sodium azide). The solvent is C(C)#N (acetonitrile). Product: N(=[N+]=[N-])CC(=O)C=1C=CC2=C(SC(O2)(C)C)C1 (5-Azidoacetyl-2,2-Dimethyl-1,3-Benzoxathiole). Reaction SMILES: Cl[CH2:2][C:3]([C:5]1[CH:6]=[CH:7][C:8]2[O:12][C:11]([CH3:14])([CH3:13])[S:10][C:9]=2[CH:15]=1)=[O:4].[N-:16]=[N+:17]=[N-:18].[Na+]>C(#N)C>[N:16]([CH2:2][C:3]([C:5]1[CH:6]=[CH:7][C:8]2[O:12][C:11]([CH3:14])([CH3:13])[S:10][C:9]=2[CH:15]=1)=[O:4])=[N+:17]=[N-:18] |f:1.2|. Procedure: A solution of 20 g of 5-chloroacetyl-2,2-dimethyl-1,3-benzoxathiole (VII) in acetonitrile (100 ml) was stirred for two days with 7 g of finely powdered sodium azide. The reaction mixture was filtered, evaporated and the residue recrystallized from methanol to yield 12 g of 5-azidoacetyl-2,2-dimethyl-1,3-benzoxathiole (VIII), m.p. 52°-53° C. The reactants are N (ammonia), ClS(=O)(=O)O (chlorosulfonic acid), C1(=CC=CC=C1)N1C(=O)NC(=O)C=C1C1=CC=CC=C1 (1,6-diphenyluracil), Heterocycles. Run in C(Cl)(Cl)Cl (chloroform), C(C)OC(C)=O (ethylacetate), O1CCCC1 (tetrahydrofuran). Product: O=C1NC(C=C(N1C1=CC=CC=C1)C1=CC=C(C=C1)S(=O)(=O)N)=O (4-(2,6-dioxo-3-phenyl-1,2,3,6-tetrahydro-pyrimidin-4-yl)-benzenesulfonamide). Yield: 18.3%. As a reaction SMILES: Cl[S:2]([OH:5])(=O)=[O:3].[C:6]1([N:12]2[C:19]([C:20]3[CH:25]=[CH:24][CH:23]=[CH:22][CH:21]=3)=[CH:18][C:16](=[O:17])[NH:15][C:13]2=[O:14])[CH:11]=[CH:10][CH:9]=[CH:8][CH:7]=1.[NH3:26]>C(Cl)(Cl)Cl.O1CCCC1.C(OC(=O)C)C>[O:14]=[C:13]1[N:12]([C:6]2[CH:11]=[CH:10][CH:9]=[CH:8][CH:7]=2)[C:19]([C:20]2[CH:21]=[CH:22][C:23]([S:2]([NH2:26])(=[O:5])=[O:3])=[CH:24][CH:25]=2)=[CH:18][C:16](=[O:17])[NH:15]1. Procedure details: The chlorosulfonic acid (1.18 g, 10 mmol) was added to a solution of 1,6-diphenyluracil (0.2 g, 0.75 mmol) (synthesized according to the procedure given in Harvey I. Skulnick, Heterocycles, 23, (7), pp 1685, 1985) in chloroform (20 ml) and refluxed for 2 hours. The reaction mixture was poured onto ice-water mixture and extracted with ethylacetate. The ethylacetate extract was washed with brine, dried over anhydrous sodium sulphate and concentrated to dryness under reduced pressure. The crude sol... The reactants are N1CCNCC1 (Piperazine), FC1=CC=C(C(=O)OCC)C=C1 (Ethyl 4-fluorobenzoate), ice water. Solvent: CS(=O)C (dimethyl sulfoxide). Conditions: temperature 120 celsius, time 2 hour. Product: N1(CCNCC1)C1=CC=C(C(=O)OCC)C=C1 (ethyl 4-(piperazin-1-yl)benzoate). The yield is 86.8%. Reaction SMILES: F[C:2]1[CH:12]=[CH:11][C:5]([C:6]([O:8][CH2:9][CH3:10])=[O:7])=[CH:4][CH:3]=1.[NH:13]1[CH2:18][CH2:17][NH:16][CH2:15][CH2:14]1>CS(C)=O>[N:13]1([C:2]2[CH:12]=[CH:11][C:5]([C:6]([O:8][CH2:9][CH3:10])=[O:7])=[CH:4][CH:3]=2)[CH2:18][CH2:17][NH:16][CH2:15][CH2:14]1. Procedure: Ethyl 4-fluorobenzoate (20.1 g) was dissolved in dimethyl sulfoxide (50 ml). Piperazine (31.1 g) was added to the solution, and the mixture was stirred at 120° C. for 2 hr. The reaction solution was poured into 1.2 liters of ice water. The precipitated crystal was washed with a mixed solution composed of hexane (500 ml) and diethyl ether (50 ml), was collected by filtration, and was dried under the reduced pressure to give 24.3 g (86.8%) of ethyl 4-(piperazin-1-yl)benzoate. Starting materials: CC(C)(C)OC(=O)CCC(=O)NCc1cccc(C=O)c1, CCO, Cl, NO, [Na+], [Na+], [OH-], O, O=S(=O)([O-])O. Product: CC(C)(C)OC(=O)CCC(=O)NCc1cccc(C=NO)c1. RXN SMILES: [C:3]([CH3:4])([CH3:5])([CH3:6])[O:7][C:8]([CH2:9][CH2:10][C:11](=[O:12])[NH:13][CH2:14][c:15]1[cH:16][c:17]([CH:21]=[O:22])[cH:18][cH:19][cH:20]1)=[O:23].[CH3:33][CH2:34][OH:35].[ClH:24].[NH2:25][OH:26].[Na+:2].[Na+:32].[OH-:1].[OH2:36].[S:27]([O-:28])([OH:29])(=[O:30])=[O:31]>>[OH:1][N:25]=[CH:21][c:17]1[cH:16][c:15]([CH2:14][NH:13][C:11]([CH2:10][CH2:9][C:8]([O:7][C:3]([CH3:4])([CH3:5])[CH3:6])=[O:23])=[O:12])[cH:20][cH:19][cH:18]1. Reaction SMILES: [Al+3:10].[C:38](=[O:39])([OH:40])[O-:41].[CH3:13][O:14][N:15]=[C:16]([c:17]1[c:18]([O:23][CH2:24][c:25]2[cH:26][cH:27][c:28]([Cl:29])[cH:30][c:31]2[Cl:32])[cH:19][cH:20][cH:21][cH:22]1)[n:33]1[cH:34][n:35][cH:36][cH:37]1.[CH3:1][O:2][c:3]1[cH:4][cH:5][cH:6][cH:7][cH:8]1.[Cl-:11].[Cl-:12].[Cl-:9].[Na+:42]>>[CH3:13][O:14][N:15]=[C:16]([c:17]1[c:18]([OH:23])[cH:19][cH:20][cH:21][cH:22]1)[n:33]1[cH:34][n:35][cH:36][cH:37]1. Reactants: [Al+3], O=C([O-])O, CON=C(c1ccccc1OCc1ccc(Cl)cc1Cl)n1ccnc1, COc1ccccc1, [Cl-], [Cl-], [Cl-], [Na+]. The product is CON=C(c1ccccc1O)n1ccnc1. Starting materials: ClC=1C=C(C=CC1N1N=CC(=C1)Cl)C(C(=O)Cl)C (2-[3-chloro-4-(4-chloropyrazol-1-yl)phenyl]propionyl chloride), N (ammonia), [OH-].[Na+] (sodium hydroxide). Run at time 0.5 hour. Yields the product ClC=1C=C(C=CC1N1N=CC(=C1)Cl)C(C(=O)N)C (2-[3-chloro-4-(4-chloropyrazol-1-yl)phenyl]propionamide). As a reaction SMILES: [Cl:1][C:2]1[CH:3]=[C:4]([CH:14]([CH3:18])[C:15](Cl)=[O:16])[CH:5]=[CH:6][C:7]=1[N:8]1[CH:12]=[C:11]([Cl:13])[CH:10]=[N:9]1.[OH-].[Na+].[NH3:21]>>[Cl:1][C:2]1[CH:3]=[C:4]([CH:14]([CH3:18])[C:15]([NH2:21])=[O:16])[CH:5]=[CH:6][C:7]=1[N:8]1[CH:12]=[C:11]([Cl:13])[CH:10]=[N:9]1 |f:1.2|. Procedure: 3 g (10 mmoles) of 2-[3-chloro-4-(4-chloropyrazol-1-yl)phenyl]propionyl chloride are stirred into 30 ml of concentrated aqueous ammonia solution. Stirring is continued for a further half hour at room temperature; adjustment to pH 12 is effected with sodium hydroxide solution, followed by extraction with ether, drying of the ethereal phase and concentration. 2-[3-chloro-4-(4-chloropyrazol-1-yl)phenyl]propionamide (m.p. 131°-132° C.) is obtained.